Dataset: the Open Reaction Database (ORD), a public repository of structured organic reaction records. Task: describe an organic reaction: reactants, conditions, products, and yield Reactants: C([O-])([O-])=O.[Na+].[Na+] (Sodium carbonate), BrC=1C=C2C(=CN(C2=CC1)C(C)C)C=O (5-bromo-1-(propan-2-yl)-1H-indole-3-carbaldehyde), FC1=C(C=CC(=C1F)F)B(O)O (2,3,4-trifluorophenylboronic acid). The reagents and catalysts are C1=CC=C(C=C1)P([C-]2C=CC=C2)C3=CC=CC=C3.C1=CC=C(C=C1)P([C-]2C=CC=C2)C3=CC=CC=C3.Cl[Pd]Cl.[Fe+2] (PdCl2(dppf)). Solvent: CN(C)C=O (DMF). Reaction conditions: temperature 80 celsius, time 12 hour. Yields the product CC(C)N1C=C(C2=CC(=CC=C12)C1=C(C(=C(C=C1)F)F)F)C=O (1-(propan-2-yl)-5-(2,3,4-trifluorophenyl)-1H-indole-3-carbaldehyde). The yield is 83.8%. As a reaction SMILES: C(=O)([O-])[O-].[Na+].[Na+].Br[C:8]1[CH:9]=[C:10]2[C:14](=[CH:15][CH:16]=1)[N:13]([CH:17]([CH3:19])[CH3:18])[CH:12]=[C:11]2[CH:20]=[O:21].[F:22][C:23]1[C:28]([F:29])=[C:27]([F:30])[CH:26]=[CH:25][C:24]=1B(O)O>CN(C=O)C.C1C=CC(P(C2C=CC=CC=2)[C-]2C=CC=C2)=CC=1.C1C=CC(P(C2C=CC=CC=2)[C-]2C=CC=C2)=CC=1.Cl[Pd]Cl.[Fe+2]>[CH3:18][CH:17]([N:13]1[C:14]2[C:10](=[CH:9][C:8]([C:26]3[CH:25]=[CH:24][C:23]([F:22])=[C:28]([F:29])[C:27]=3[F:30])=[CH:16][CH:15]=2)[C:11]([CH:20]=[O:21])=[CH:12]1)[CH3:19] |f:0.1.2,6.7.8.9|. Procedure: Sodium carbonate (0.188 mL, 2M, 0.376 mmol) was added to a stirred room temperature solution of 5-bromo-1-(propan-2-yl)-1H-indole-3-carbaldehyde (50 mg, 0.188 mmol), 2,3,4-trifluorophenylboronic acid (66 mg, 0.376 mmol) and PdCl2(dppf) (13.7 mg, 0.019 mmol) in DMF (1.0 mL) and the reaction mixture was stirred at 80° C. for 12 hours. The reaction mixture was cooled to room temperature, partitioned between ethyl acetate (2×15 mL) and water (10 mL), washed with saturated sodium bicarbonate (10 mL),... Reactants: C[C@H](CCCCCC)O ((R)-2-octanol), 5R, 3S, C[C@H](CCCC(C)C)[C@H]1CC[C@@H]2[C@@]1(CC[C@H]3[C@H]2CC[C@@H]4[C@@]3(CC[C@@H](C4)O)C)C (β-cholestanol), C[C@H](CCCC(C)C)[C@H]1CC[C@@H]2[C@@]1(CC[C@H]3[C@H]2CC[C@@H]4[C@@]3(CC[C@H](C4)O)C)C (α-cholestanol), CC1C2CC(C2(C)C)CC1O ((1R, 2R, 3R, 5S)-(−)-isopiriocampheol), 1S, 2S, C[C@@H]1[C@H]2C[C@H](C2(C)C)C[C@H]1O ((−)-isopinocampheol). Yields the product C[C@@H](CCCCCC)O ((S)-2-octanol). Reaction SMILES: [CH3:1][C@@H:2]([OH:9])[CH2:3][CH2:4][CH2:5][CH2:6][CH2:7][CH3:8].C[C@H]1[C@H](O)C[C@H]2C(C)(C)[C@@H]1C2.CC1C(O)CC2C(C)(C)C1C2.C[C@@H]([C@@H]1[C@@]2(C)CC[C@@H]3[C@@]4(C)CC[C@H](O)C[C@@H]4CC[C@H]3[C@@H]2CC1)CCCC(C)C.C[C@@H]([C@@H]1[C@@]2(C)CC[C@@H]3[C@@]4(C)CC[C@@H](O)C[C@@H]4CC[C@H]3[C@@H]2CC1)CCCC(C)C>>[CH3:1][C@H:2]([OH:9])[CH2:3][CH2:4][CH2:5][CH2:6][CH2:7][CH3:8]. Procedure details: (R)-2-octanol (6a), Example 13: (1S, 2S, 3S, 5R)-(−)-isopinocampheol (7a), Example 14: (1R, 2R, 3R, 5S)-(−)-isopiriocampheol (8a), Example 15: β-cholestanol (9a) and Example 16: α-cholestanol (10a). Reactants: C1(CCCCCC1)C1=C(C=O)C=CC=C1 (Cycloheptylbenzaldehyde), C1(CCCCCC1)C1=CC=CC=C1 (cycloheptylbenzene), ice, ClC(Cl)OC(Cl)Cl (dichloromethyl ether). Reagents/catalysts: [Ti](Cl)(Cl)(Cl)Cl (titanium tetrachloride). The solvent is C(Cl)Cl (methylene chloride). Reaction conditions: temperature 10 celsius, time 30 minute. The product is C1(CCCCCC1)C1=CC=C(C=O)C=C1 (4-cycloheptyl-benzaldehyde). RXN SMILES: [CH:1]1([C:8]2[CH:15]=[CH:14][CH:13]=[CH:12][C:9]=2C=O)[CH2:7][CH2:6][CH2:5][CH2:4][CH2:3][CH2:2]1.C1(C2C=CC=CC=2)CCCCCC1.Cl[CH:30]([O:32]C(Cl)Cl)Cl>C(Cl)Cl.[Ti](Cl)(Cl)(Cl)Cl>[CH:1]1([C:8]2[CH:9]=[CH:12][C:13]([CH:30]=[O:32])=[CH:14][CH:15]=2)[CH2:2][CH2:3][CH2:4][CH2:5][CH2:6][CH2:7]1. Procedure details: Cycloheptylbenzaldehyde can be manufactured as follows: 200 ml of titanium tetrachloride are added dropwise, whilst stirring, to a solution of 200 g of cycloheptylbenzene in 600 ml of absolute methylene chloride under a nitrogen atmosphere at -10° C, and thereafter 132.5 g of dichloromethyl ether are added similarly at 0° C. The reaction mixture is then stirred for a further 30 minutes at 10° C and poured onto 3 kg of ice, and the whole is extracted twice with 500 ml of methylene chloride. The o... The reactants are N1(N=CC=C1)CCOC1=CC=C(C=C1)N (4-(2-pyrazol-1-ylethoxy)phenylamine), ClC1=C(C=CC(=C1)C(F)(F)F)C#CC(=O)O ((2-chloro-4-trifluoromethylphenyl)propynoic acid). Solvent: ClCCl.CO (dichloromethane methanol). Product: N1(N=CC=C1)CCOC1=CC=C(C=C1)NC(C#CC1=C(C=C(C=C1)C(F)(F)F)Cl)=O (3-(2-chloro-4-trifluoromethylphenyl)propynoic acid-[4-(2-pyrazol-1-ylethoxy)phenyl]amide). Reaction SMILES: [N:1]1([CH2:6][CH2:7][O:8][C:9]2[CH:14]=[CH:13][C:12]([NH2:15])=[CH:11][CH:10]=2)[CH:5]=[CH:4][CH:3]=[N:2]1.[Cl:16][C:17]1[CH:22]=[C:21]([C:23]([F:26])([F:25])[F:24])[CH:20]=[CH:19][C:18]=1[C:27]#[C:28][C:29](O)=[O:30]>ClCCl.CO>[N:1]1([CH2:6][CH2:7][O:8][C:9]2[CH:10]=[CH:11][C:12]([NH:15][C:29](=[O:30])[C:28]#[C:27][C:18]3[CH:19]=[CH:20][C:21]([C:23]([F:25])([F:24])[F:26])=[CH:22][C:17]=3[Cl:16])=[CH:13][CH:14]=2)[CH:5]=[CH:4][CH:3]=[N:2]1 |f:2.3|. Procedure: Prepared analogously to Example 2.3.f. from 4-(2-pyrazol-1-ylethoxy)phenylamine and (2-chloro-4-trifluoromethylphenyl)propynoic acid. Yield: 56 mg (43% of theory); melting point: 120° C.-125° C.; C21H15ClF3N3O2 (M=433.82); calc.: molecular ion peak (M+H)+: 434/436; found: molecular ion peak (M+H)+: 434/436; Rf value: 0.6 (silica gel, dichloromethane/methanol (9:1)). Reactants: COC(=O)C=Cc1nn(C(=O)OC(C)(C)C)c2ccc(NS(=O)(=O)c3ccccc3S(C)(=O)=O)cc12, ClC(Cl)Cl, C[Si](C)(C)I, N. Yields the product COC(=O)C=Cc1n[nH]c2ccc(NS(=O)(=O)c3ccccc3S(C)(=O)=O)cc12. As a reaction SMILES: [CH3:6][O:7][C:8]([CH:9]=[CH:10][c:11]1[n:12][n:13]([C:34]([O:35][C:36]([CH3:37])([CH3:38])[CH3:39])=[O:40])[c:14]2[cH:15][cH:16][c:17]([NH:20][S:21](=[O:22])(=[O:23])[c:24]3[c:25]([S:30](=[O:31])(=[O:32])[CH3:33])[cH:26][cH:27][cH:28][cH:29]3)[cH:18][c:19]12)=[O:41].[CH:43]([Cl:44])([Cl:45])[Cl:46].[I:1][Si:2]([CH3:3])([CH3:4])[CH3:5].[NH3:42]>>[CH3:6][O:7][C:8]([CH:9]=[CH:10][c:11]1[n:12][nH:13][c:14]2[cH:15][cH:16][c:17]([NH:20][S:21](=[O:22])(=[O:23])[c:24]3[c:25]([S:30](=[O:31])(=[O:32])[CH3:33])[cH:26][cH:27][cH:28][cH:29]3)[cH:18][c:19]12)=[O:41]. Reactants: C(C1=CC(OC)=C(OC)C=C1)(=O)CC(=O)OCC (Ethyl veratroylacetate), NC1=NC=CC=C1 (2-aminopyridine). Solvent: ice water, polyphosphoric acid. Conditions: temperature 100 celsius, time 3 hour. Product: COC=1C=C(C=CC1OC)C=1N=C2N(C(C1)=O)C=CC=C2 (2-(3,4-dimethoxyphenyl)-4-oxo-4H-pyrido[1,2-a]pyrimidine). Isolated yield 150.8%. RXN SMILES: [C:1]([CH2:13][C:14]([O:16]CC)=O)(=O)[C:2]1[CH:11]=[CH:10][C:7]([O:8][CH3:9])=[C:4]([O:5][CH3:6])[CH:3]=1.[NH2:19][C:20]1[CH:25]=[CH:24][CH:23]=[CH:22][N:21]=1>>[CH3:6][O:5][C:4]1[CH:3]=[C:2]([C:1]2[N:19]=[C:20]3[CH:25]=[CH:24][CH:23]=[CH:22][N:21]3[C:14](=[O:16])[CH:13]=2)[CH:11]=[CH:10][C:7]=1[O:8][CH3:9]. Procedure details: Ethyl veratroylacetate (4.5 g) was added dropwise under stirring at 60°-70° C. to a suspension of 2-aminopyridine (0.84 g) in polyphosphoric acid (13.7 g). The reaction mixture was stirred at 100° C. for 3 hrs and poured into ice-water (50 ml). The aqueous solution was extracted with chloroform, washed with water, dried and evaporated to give dark oily residue which was chromatographed on silica gel using n-hexaneethyl acetate. The fractions were evaporated and the resulting residue was triturat... Reactants: BrC1=CC=C(CN2C=CC3=CC(=CC=C23)C(=O)OC)C=C1 (methyl 1-(4-bromobenzyl)-1H-indole-5-carboxylate), [OH-].[Na+] (NaOH). Run in CO (methanol). Reaction conditions: temperature 40 celsius, time 2 hour. Yields the product BrC1=CC=C(CN2C=CC3=CC(=CC=C23)C(=O)O)C=C1 (1-(4-Bromobenzyl)-1H-indole-5-carboxylic acid). Isolated yield 96.9%. As a reaction SMILES: [Br:1][C:2]1[CH:21]=[CH:20][C:5]([CH2:6][N:7]2[C:15]3[C:10](=[CH:11][C:12]([C:16]([O:18]C)=[O:17])=[CH:13][CH:14]=3)[CH:9]=[CH:8]2)=[CH:4][CH:3]=1.[OH-].[Na+]>CO>[Br:1][C:2]1[CH:21]=[CH:20][C:5]([CH2:6][N:7]2[C:15]3[C:10](=[CH:11][C:12]([C:16]([OH:18])=[O:17])=[CH:13][CH:14]=3)[CH:9]=[CH:8]2)=[CH:4][CH:3]=1 |f:1.2|. Reported procedure: To a solution of methyl 1-(4-bromobenzyl)-1H-indole-5-carboxylate (1.09 g, 3.2 mmol, 1 equiv) in methanol (30 mL) was added a 5 N NaOH solution (6.3 mL, 32 mmol, 10 equiv). The reaction mixture was stirred 2 h at 40° C. The mixture was then acidified and extracted with DCM. After concentration in vacuo, the title compound was precipitated in Et2O to afford a white powder (1.03 g, 3.1 mmol, 99%). ESI-MS (m/z): 330/332 [M+H]+. Reactants: Cc1ccc(S(=O)(=O)OCCCc2cc(Br)ccc2F)cc1, CS(C)=O, N#C[Na]. Product: N#CCCCc1cc(Br)ccc1F. RXN SMILES: [Br:1][c:2]1[cH:3][cH:4][c:5]([F:22])[c:6]([CH2:8][CH2:9][CH2:10][O:11][S:12]([c:13]2[cH:14][cH:15][c:16]([CH3:17])[cH:18][cH:19]2)(=[O:20])=[O:21])[cH:7]1.[CH3:26][S:27]([CH3:28])=[O:29].[Na:23][C:24]#[N:25]>>[Br:1][c:2]1[cH:3][cH:4][c:5]([F:22])[c:6]([CH2:8][CH2:9][CH2:10][C:24]#[N:25])[cH:7]1.